This data is from the Open Reaction Database (ORD), a public repository of structured organic reaction records. The task is: describe an organic reaction: reactants, conditions, products, and yield Reactants: ClC=1C=C2C(=C(N(C2=CC1)S(=O)(=O)C1=CC=CC=C1)C(=O)OCC)S(=O)(=O)Cl (ethyl 5-chloro-3-(chlorosulfonyl)-1-(phenylsulfonyl)-1H-indole-2-carboxylate), CNC1COCC1 ((±)-N-methyl-N-tetrahydrofuran-3-ylamine), BrC=1C=C2C(=C(N(C2=CC1)S(=O)(=O)C1=CC=CC=C1)C(=O)OCC)S(=O)(=O)Cl (ethyl 5-bromo-3-(chlorosulfonyl)-1-(phenylsulfonyl)-1H-indole-2-carboxylate), Cl.CN (methylamine hydrochloride). Product: BrC=1C=C2C(=C(NC2=CC1)C(=O)N)S(=O)(=O)N(C1COCC1)C ((±)-5-Bromo-3-{[methyl(tetrahydrofuran-3-yl)amino]sulfonyl}-1H-indole-2-carboxamide). Reaction SMILES: ClC1C=C2[C:8](=CC=1)[N:7](S(C1C=CC=CC=1)(=O)=O)[C:6]([C:20]([O:22][CH2:23][CH3:24])=O)=C2S(Cl)(=O)=O.[Br:29][C:30]1[CH:31]=[C:32]2[C:36](=[CH:37][CH:38]=1)[N:35](S(C1C=CC=CC=1)(=O)=O)[C:34]([C:48]([O:50]CC)=O)=[C:33]2[S:53](Cl)(=[O:55])=[O:54].Cl.CN.C[NH:61]C1CCOC1>>[Br:29][C:30]1[CH:31]=[C:32]2[C:36](=[CH:37][CH:38]=1)[NH:35][C:34]([C:48]([NH2:61])=[O:50])=[C:33]2[S:53]([N:7]([CH3:8])[CH:6]1[CH2:24][CH2:23][O:22][CH2:20]1)(=[O:54])=[O:55] |f:2.3|. Procedure details: Following the procedures described in Steps D and E of Example 1, replacing in Step D ethyl 5-chloro-3-(chlorosulfonyl)-1-(phenylsulfonyl)-1H-indole-2-carboxylate with ethyl 5-bromo-3-(chlorosulfonyl)-1-(phenylsulfonyl)-1H-indole-2-carboxylate, and methylamine hydrochloride with (±)-N-methyl-N-tetrahydrofuran-3-ylamine, the title compound was obtained.